This data is from the Open Reaction Database (ORD), a public repository of structured organic reaction records. The task is: describe an organic reaction: reactants, conditions, products, and yield Starting materials: CCOC(=O)c1ccccc1-n1nc2ccc(C)cc2c1Br, O=C1CCC(=O)N1Br, ClC(Cl)(Cl)Cl, CCCCc1nc2ncccc2[nH]1, [H-], CC(C)(C#N)N=NC(C)(C)C#N, [Na+], CN(C)C=O. Yields the product CCCCc1nc2cccnc2n1Cc1ccc2nn(-c3ccccc3C(=O)OCC)c(Br)c2c1. RXN SMILES: [Br:1][c:2]1[n:3](-[c:12]2[c:13]([C:14](=[O:15])[O:16][CH2:17][CH3:18])[cH:19][cH:20][cH:21][cH:22]2)[n:4][c:5]2[cH:6][cH:7][c:8]([CH3:11])[cH:9][c:10]12.[Br:23][N:24]1[C:25](=[O:26])[CH2:27][CH2:28][C:29]1=[O:30].[C:63]([Cl:64])([Cl:65])([Cl:66])[Cl:67].[CH2:45]([CH2:46][CH2:47][CH3:48])[c:49]1[nH:50][c:51]2[c:52]([n:53][cH:54][cH:55][cH:56]2)[n:57]1.[H-:43].[N:31]#[C:32][C:33]([N:34]=[N:35][C:36]([C:37]#[N:38])([CH3:39])[CH3:40])([CH3:41])[CH3:42].[Na+:44].[O:58]=[CH:59][N:60]([CH3:61])[CH3:62]>>[Br:1][c:2]1[n:3](-[c:12]2[c:13]([C:14](=[O:15])[O:16][CH2:17][CH3:18])[cH:19][cH:20][cH:21][cH:22]2)[n:4][c:5]2[cH:6][cH:7][c:8]([CH2:11][n:57]3[c:49]([CH2:45][CH2:46][CH2:47][CH3:48])[n:50][c:51]4[c:52]3[n:53][cH:54][cH:55][cH:56]4)[cH:9][c:10]12. Reactants: C=C(C)COc1ccc(Br)cc1CN(CC)c1ccc(C(N)=O)nn1, C1CCOC1, CO, [Na+], [OH-]. The product is C=C(C)COc1ccc(Br)cc1CN(CC)c1ccc(C(=O)O)nn1. RXN SMILES: [Br:1][c:2]1[cH:3][cH:4][c:5]([O:21][CH2:22][C:23](=[CH2:24])[CH3:25])[c:6]([CH2:7][N:8]([CH2:9][CH3:10])[c:11]2[cH:12][cH:13][c:14]([C:17](=[O:18])[NH2:19])[n:15][n:16]2)[cH:20]1.[CH2:28]1[O:29][CH2:30][CH2:31][CH2:32]1.[CH3:33][OH:34].[Na+:27].[OH-:26]>>[Br:1][c:2]1[cH:3][cH:4][c:5]([O:21][CH2:22][C:23](=[CH2:24])[CH3:25])[c:6]([CH2:7][N:8]([CH2:9][CH3:10])[c:11]2[cH:12][cH:13][c:14]([C:17](=[O:18])[OH:26])[n:15][n:16]2)[cH:20]1. Reactants: CC#N, CSC(=N)N[N+](=O)[O-], CNCc1ccc(Cl)nc1. Yields the product CN(Cc1ccc(Cl)nc1)C(N)=N[N+](=O)[O-]. RXN SMILES: [CH3:19][C:20]#[N:21].[CH3:1][S:2][C:3]([NH:4][N+:5](=[O:6])[O-:7])=[NH:8].[Cl:9][c:10]1[n:11][cH:12][c:13]([CH2:16][NH:17][CH3:18])[cH:14][cH:15]1>>[C:3](=[N:4][N+:5](=[O:6])[O-:7])([NH2:8])[N:17]([CH2:16][c:13]1[cH:12][n:11][c:10]([Cl:9])[cH:15][cH:14]1)[CH3:18]. Reactants: CO, COc1cn(-c2cccc(C3=CCOCC3)c2F)nc(-c2ccnn2-c2ccccc2)c1=O. Yields the product COc1cn(-c2cccc(C3CCOCC3)c2F)nc(-c2ccnn2-c2ccccc2)c1=O. Reaction SMILES: [CH3:34][OH:35].[O:1]1[CH2:2][CH2:3][C:4]([c:7]2[c:8]([F:33])[c:9](-[n:13]3[n:14][c:15](-[c:22]4[cH:23][cH:24][n:25][n:26]4-[c:27]4[cH:28][cH:29][cH:30][cH:31][cH:32]4)[c:16](=[O:21])[c:17]([O:19][CH3:20])[cH:18]3)[cH:10][cH:11][cH:12]2)=[CH:5][CH2:6]1>>[O:1]1[CH2:2][CH2:3][CH:4]([c:7]2[c:8]([F:33])[c:9](-[n:13]3[n:14][c:15](-[c:22]4[cH:23][cH:24][n:25][n:26]4-[c:27]4[cH:28][cH:29][cH:30][cH:31][cH:32]4)[c:16](=[O:21])[c:17]([O:19][CH3:20])[cH:18]3)[cH:10][cH:11][cH:12]2)[CH2:5][CH2:6]1. Reactants: COC1=CC=C(COCCC(=O)OCC)C=C1 (ethyl 3-((4-methoxybenzyl)oxy)propanoate), CC#N (MeCN), [Li]CCCC (n-BuLi), [Li]CCCC (n-BuLi). Run in C1CCOC1 (THF), C1CCOC1 (THF). Run at time 1 hour. The product is COC1=CC=C(COCCC(CC#N)=O)C=C1 (5-((4-methoxybenzyl)oxy)-3-oxo-pentanenitrile). The yield is 71.1%. As a reaction SMILES: [CH3:1][C:2]#[N:3].[Li]CCCC.[CH3:9][O:10][C:11]1[CH:25]=[CH:24][C:14]([CH2:15][O:16][CH2:17][CH2:18][C:19](OCC)=[O:20])=[CH:13][CH:12]=1>C1COCC1>[CH3:9][O:10][C:11]1[CH:12]=[CH:13][C:14]([CH2:15][O:16][CH2:17][CH2:18][C:19](=[O:20])[CH2:1][C:2]#[N:3])=[CH:24][CH:25]=1. Reported procedure: To a solution of MeCN (31.8 mL, 611.0 mmol) in anhydrous THF (500 mL) at −78° C. was slowly added n-BuLi (2.5 M, 244.4 mL, 611.0 mmol) The mixture was stirred at the same temperature for 1 h and to it was added a solution of at −78° C. was slowly. The mixture was stirred added n-BuLi (2.5 M, 244.4 mL, 611.0 mmol). The mixture was stirred ethyl 3-((4-methoxybenzyl)oxy)propanoate (112 g, 470.0 mmol) in THF (200 mL). The resulting mixture was stirred at −40° C. for 2 h and then quenched with 1 N aq... The reactants are [OH-].[Na+] (NaOH), C(C)(C)(C)OC(=O)N[C@H](C(=O)N1CCN(CC1)C=1SC2=C(N1)C=CC(=C2)C(=O)OC)CC=2SC=CC2 ((S)-methyl 2-(4-(2-(tert-butoxycarbonylamino)-3-(thiophen-2-yl)propanoyl)piperazin-1-yl)benzo[d]thiazole-6-carboxylate), C(CC(O)(C(=O)O)CC(=O)O)(=O)O (citric acid). Solvent: CO (methanol). Conditions: temperature 50 celsius. Product: C(C)(C)(C)OC(=O)N[C@H](C(=O)N1CCN(CC1)C=1SC2=C(N1)C=CC(=C2)C(=O)O)CC=2SC=CC2 ((S)-2-(4-(2-(tert-butoxycarbonylamino)-3-(thiophen-2-yl)propanoyl)piperazin-1-yl)benzo[d]thiazole-6-carboxylic acid). As a reaction SMILES: [C:1]([O:5][C:6]([NH:8][C@@H:9]([CH2:31][C:32]1[S:33][CH:34]=[CH:35][CH:36]=1)[C:10]([N:12]1[CH2:17][CH2:16][N:15]([C:18]2[S:19][C:20]3[CH:26]=[C:25]([C:27]([O:29]C)=[O:28])[CH:24]=[CH:23][C:21]=3[N:22]=2)[CH2:14][CH2:13]1)=[O:11])=[O:7])([CH3:4])([CH3:3])[CH3:2].[OH-].[Na+].C(O)(=O)CC(CC(O)=O)(C(O)=O)O>CO>[C:1]([O:5][C:6]([NH:8][C@@H:9]([CH2:31][C:32]1[S:33][CH:34]=[CH:35][CH:36]=1)[C:10]([N:12]1[CH2:17][CH2:16][N:15]([C:18]2[S:19][C:20]3[CH:26]=[C:25]([C:27]([OH:29])=[O:28])[CH:24]=[CH:23][C:21]=3[N:22]=2)[CH2:14][CH2:13]1)=[O:11])=[O:7])([CH3:4])([CH3:2])[CH3:3] |f:1.2|. Reported procedure: (S)-methyl 2-(4-(2-(tert-butoxycarbonylamino)-3-(thiophen-2-yl)propanoyl)piperazin-1-yl)benzo[d]thiazole-6-carboxylate (0.61 g, 1.15 mmol) was dissolved in methanol (6 ml) followed by the addition of 1N NaOH (1.26 ml, 1.26 mmol) and the resulting mixture heated to 50° C. overnight. The resulting mixture was then cooled to room temperature, acidified with 10% citric acid and extracted with ethyl acetate. The organic layer was dried (MgSO4) and concentrated in vacuo to yield (S)-2-(4-(2-(tert-buto... Starting materials: C(C)OC(=O)N1C(\C(\C2=CC=C(C=C12)Cl)=C/C1=CC(=CC=C1)Cl)=O (Z-6-chloro-3-(3-chloro-benzylidene)-2-oxo-2,3-dihydro-indole-1-carboxylic acid ethyl ester), FC=1C=C(C=CC1)C=NC(=C)O[Si](C)(C)C (1-(3-fluorophenyl)-3-trimethylsilyoxy-2-aza-1,3-butadiene). Solvent: C1(=CC=CC=C1)C (toluene). Yields the product C(C)OC(=O)N1C(C2(C(NC(CC2C2=CC(=CC=C2)Cl)=O)C2=CC(=CC=C2)F)C2=CC=C(C=C12)Cl)=O (racemic (2′R,3R,4′S)-6-chloro-4′-(3-chlorophenyl)-2′-(3-fluorophenyl)-2,3-dihydro-2,6′-dioxospiro[indole-3,3′-piperidine]-1-carboxylic acid ethyl ester). Yield: 97.0%. Reaction SMILES: [CH2:1]([O:3][C:4]([N:6]1[C:14]2[C:9](=[CH:10][CH:11]=[C:12]([Cl:15])[CH:13]=2)/[C:8](=[CH:16]/[C:17]2[CH:22]=[CH:21][CH:20]=[C:19]([Cl:23])[CH:18]=2)/[C:7]1=[O:24])=[O:5])[CH3:2].[F:25][C:26]1[CH:27]=[C:28]([CH:32]=[N:33][C:34]([O:36][Si](C)(C)C)=[CH2:35])[CH:29]=[CH:30][CH:31]=1>C1(C)C=CC=CC=1>[CH2:1]([O:3][C:4]([N:6]1[C:14]2[C:9](=[CH:10][CH:11]=[C:12]([Cl:15])[CH:13]=2)[C:8]2([CH:16]([C:17]3[CH:22]=[CH:21][CH:20]=[C:19]([Cl:23])[CH:18]=3)[CH2:35][C:34](=[O:36])[NH:33][CH:32]2[C:28]2[CH:29]=[CH:30][CH:31]=[C:26]([F:25])[CH:27]=2)[C:7]1=[O:24])=[O:5])[CH3:2]. Reported procedure: In a manner similar to the method described in example 4c, E/Z-6-chloro-3-(3-chloro-benzylidene)-2-oxo-2,3-dihydro-indole-1-carboxylic acid ethyl ester (0.25 g, 0.69 mmol) prepared in example 4b was reacted with 1-(3-fluorophenyl)-3-trimethylsilyoxy-2-aza-1,3-butadiene prepared in example 11a, in toluene to give racemic (2′R,3R,4′S)-6-chloro-4′-(3-chlorophenyl)-2′-(3-fluorophenyl)-2,3-dihydro-2,6′-dioxospiro[indole-3,3′-piperidine]-1-carboxylic acid ethyl ester as a yellow oil (Yield 0.35 g, 97%... The reactants are COC=1C=C2NC(CN(C2=CC1)C(=O)OCC1=CC=CC=C1)=O (benzyl 6-methoxy-3-oxo-3,4-dihydroquinoxalin-1(2H)-carboxylate), [Br-].[Li+] (lithium bromide), [H-].[Na+] (sodium hydride), COC(CCBr)OC (3-bromopropionaldehyde dimethyl acetal). The solvent is CN(C=O)C (N,N-dimethylformamide), C(C)(=O)OCC (ethyl acetate). Reaction conditions: time 1 hour. Yields the product COC(CCN1C(CN(C2=CC=C(C=C12)OC)C(=O)OCC1=CC=CC=C1)=O)OC (Benzyl 4-(3,3-dimethoxypropyl)-6-methoxy-3-oxo-3,4-dihydroquinoxalin-1(2H)-carboxylate). As a reaction SMILES: [CH3:1][O:2][C:3]1[CH:4]=[C:5]2[C:10](=[CH:11][CH:12]=1)[N:9]([C:13]([O:15][CH2:16][C:17]1[CH:22]=[CH:21][CH:20]=[CH:19][CH:18]=1)=[O:14])[CH2:8][C:7](=[O:23])[NH:6]2.[Br-].[Li+].[H-].[Na+].[CH3:28][O:29][CH:30]([O:34][CH3:35])[CH2:31][CH2:32]Br>CN(C)C=O.C(OCC)(=O)C>[CH3:28][O:29][CH:30]([O:34][CH3:35])[CH2:31][CH2:32][N:6]1[C:5]2[C:10](=[CH:11][CH:12]=[C:3]([O:2][CH3:1])[CH:4]=2)[N:9]([C:13]([O:15][CH2:16][C:17]2[CH:18]=[CH:19][CH:20]=[CH:21][CH:22]=2)=[O:14])[CH2:8][C:7]1=[O:23] |f:1.2,3.4|. Procedure details: To a solution of benzyl 6-methoxy-3-oxo-3,4-dihydroquinoxalin-1(2H)-carboxylate (291 mg, 0.932 mmol) in N,N-dimethylformamide (5 ml), lithium bromide (89 mg, 1.025 mmol) and subsequently sodium hydride (55%, 45 mg, 1.025 mmol) were added under a nitrogen gas atmosphere in an ice bath. The solution was stirred at room temperature for 1 hour. The reaction solution was cooled on ice again and 3-bromopropionaldehyde dimethyl acetal (0.184 ml, 1.212 mmol) was added thereto. After stirring overnight a...